This data is from the Open Reaction Database (ORD), a public repository of structured organic reaction records. The task is: describe an organic reaction: reactants, conditions, products, and yield The reactants are C(C(=O)C)(=O)[O-] (pyruvate), P(=O)([O-])([O-])[O-].[K+].[K+].[K+] (potassium phosphate), N[C@@H](CCC(=O)[O-])C(=O)[O-] (glutamate), CC1=C(C(=C(C=N1)COP(=O)(O)O)C=O)O (pyridoxal phosphate). Solvent: O (water). Run at time 30 minute. Product: C1=CC=C2C(=C1)C(=CN2)C[C@](C[C@@H](C(=O)O)N)(C(=O)O)O (monatin). Reaction SMILES: [C:1]([O-])(=O)[C:2]([CH3:4])=O.[NH2:7][C@H:8]([C:14]([O-:16])=[O:15])[CH2:9][CH2:10][C:11]([O-:13])=[O:12].C[C:18]1[N:23]=[CH:22][C:21]([CH2:24]OP(O)(O)=O)=[C:20](C=O)[C:19]=1O.P([O-])([O-])([O-])=[O:34].[K+].[K+].[K+]>O>[CH:2]1[CH:4]=[C:24]2[C:21]([CH2:20][C@@:10]([OH:34])([C:11]([OH:13])=[O:12])[CH2:9][C@H:8]([NH2:7])[C:14]([OH:16])=[O:15])=[CH:22][NH:23][C:18]2=[CH:19][CH:1]=1 |f:3.4.5.6|. Procedure: The KHG aldolases from B. subtilis, E. coli, and S. meliloti were also used with the E. coli L-aspartate aminotransferase to produce monatin enzymatically. The following reaction conditions were used: 50 mM NH4—OAc pH 8.3, 2 mM MgCl2, 200 mM pyruvate, 5 mM glutamate, 0.05 mM pyridoxal phosphate, deaerated water to achieve a final volume of 0.5 mL after the addition of the enzymes, 3 mM potassium phosphate, 20 μg/mL of recombinant B. subtilis KHG aldolase (purified), ca. 400 μg/mL of E. coli L-as... Starting materials: C, CO, CC(C)=Cc1c(C)cccc1C(=O)O, [Pd]. Yields the product Cc1cccc(C(=O)O)c1CC(C)C. RXN SMILES: [C:17].[CH3:15][OH:16].[CH3:1][c:2]1[c:3]([CH:11]=[C:12]([CH3:13])[CH3:14])[c:4]([C:5](=[O:6])[OH:7])[cH:8][cH:9][cH:10]1.[Pd:18]>>[CH3:1][c:2]1[c:3]([CH2:11][CH:12]([CH3:13])[CH3:14])[c:4]([C:5](=[O:6])[OH:7])[cH:8][cH:9][cH:10]1. Procedure details: In a manner similar to the preparation of Example 677 (except the intermediate isocyanate was trapped with MeOH instead of TMS ethanol) 0.68 g (1.8 mmols) of a compound from Example 680 was converted to 0.43 g of the title compound. The product is COC(NCC1CC(CCCC1)N1C(C=2C(C=3C(=CC=CC13)Cl)=NOC2C)=O)=O ([3-(9-Chloro-3-methyl-4-oxo-5H-isoxazolo[4,3-c]quinolin-5-yl)cycloheptylmethyl]-carbamic Acid Methyl Ester). Reactants: [N-]=C=O (isocyanate), ClC=1C=2C=3C(C(N(C2C=CC1)C1CC(CCCC1)CC(=O)O)=O)=C(ON3)C ([3-(9-Chloro-3-methyl-4-oxo-5H-isoxazolo[4,3-c]quinolin-5-yl)cycloheptyl]acetic Acid), CO (MeOH). Reaction SMILES: [N-:1]=[C:2]=[O:3].[Cl:4][C:5]1[C:6]2[C:7]3[C:8](=[C:27]([CH3:30])[O:28][N:29]=3)[C:9](=[O:26])[N:10]([CH:15]3[CH2:21][CH2:20][CH2:19][CH2:18][CH:17]([CH2:22]C(O)=O)[CH2:16]3)[C:11]=2[CH:12]=[CH:13][CH:14]=1.[CH3:31][OH:32]>>[CH3:31][O:32][C:2](=[O:3])[NH:1][CH2:22][CH:17]1[CH2:18][CH2:19][CH2:20][CH2:21][CH:15]([N:10]2[C:11]3[CH:12]=[CH:13][CH:14]=[C:5]([Cl:4])[C:6]=3[C:7]3=[N:29][O:28][C:27]([CH3:30])=[C:8]3[C:9]2=[O:26])[CH2:16]1. Starting materials: O=C([O-])[O-], O=C1C(NS(=O)(=O)c2ccc(Oc3ccc(Cl)cc3)cc2)CC=CCN1OCc1ccccc1, CCOC(C)=O, CS(C)=O, ClCCN1CCOCC1, Cl, [Cs+], [Cs+]. Product: O=C1C(N(CCN2CCOCC2)S(=O)(=O)c2ccc(Oc3ccc(Cl)cc3)cc2)CC=CCN1OCc1ccccc1. As a reaction SMILES: [C:35](=[O:36])([O-:37])[O-:38].[CH2:1]([c:2]1[cH:3][cH:4][cH:5][cH:6][cH:7]1)[O:8][N:9]1[C:10](=[O:34])[CH:11]([NH:16][S:17](=[O:18])(=[O:19])[c:20]2[cH:21][cH:22][c:23]([O:26][c:27]3[cH:28][cH:29][c:30]([Cl:33])[cH:31][cH:32]3)[cH:24][cH:25]2)[CH2:12][CH:13]=[CH:14][CH2:15]1.[CH3:51][CH2:52][O:53][C:54](=[O:55])[CH3:56].[CH3:57][S:58]([CH3:59])=[O:60].[Cl:42][CH2:43][CH2:44][N:45]1[CH2:46][CH2:47][O:48][CH2:49][CH2:50]1.[ClH:41].[Cs+:39].[Cs+:40]>>[CH2:1]([c:2]1[cH:3][cH:4][cH:5][cH:6][cH:7]1)[O:8][N:9]1[C:10](=[O:34])[CH:11]([N:16]([S:17](=[O:18])(=[O:19])[c:20]2[cH:21][cH:22][c:23]([O:26][c:27]3[cH:28][cH:29][c:30]([Cl:33])[cH:31][cH:32]3)[cH:24][cH:25]2)[CH2:43][CH2:44][N:45]2[CH2:46][CH2:47][O:48][CH2:49][CH2:50]2)[CH2:12][CH:13]=[CH:14][CH2:15]1. Reactants: C1(=CC=CC=C1)C(N1CC(C1)O)C1=CC=CC=C1 (1-diphenylmethyl-3-azetidinol), ClCC1=CC(=C(C=C1)Cl)Cl (alpha,3,4-trichlorotoluene). Yields the product ClC1=CC=C(COC2CN(C2)C(C2=CC=CC=C2)C2=CC=CC=C2)C=C1 (3-(4-Chlorobenzyloxy)-1-(diphenylmethyl) azetidine). The yield is 92.0%. As a reaction SMILES: [C:1]1([CH:7]([C:13]2[CH:18]=[CH:17][CH:16]=[CH:15][CH:14]=2)[N:8]2[CH2:11][CH:10]([OH:12])[CH2:9]2)[CH:6]=[CH:5][CH:4]=[CH:3][CH:2]=1.Cl[CH2:20][C:21]1[CH:26]=[CH:25][C:24]([Cl:27])=[C:23](Cl)[CH:22]=1>>[Cl:27][C:24]1[CH:25]=[CH:26][C:21]([CH2:20][O:12][CH:10]2[CH2:11][N:8]([CH:7]([C:1]3[CH:2]=[CH:3][CH:4]=[CH:5][CH:6]=3)[C:13]3[CH:14]=[CH:15][CH:16]=[CH:17][CH:18]=3)[CH2:9]2)=[CH:22][CH:23]=1. Procedure: This material was prepared from 1-diphenylmethyl-3-azetidinol (6.0 g) and alpha,3,4-trichlorotoluene using the procedure described for compound (1) (yield 92%).